This data is from the Open Reaction Database (ORD), a public repository of structured organic reaction records. The task is: describe an organic reaction: reactants, conditions, products, and yield Reactants: CCC(C)(C)[O-].[Na+] (sodium tert-pentoxide), ketone, S(O)(O)(=O)=O (sulfuric acid), C(C1=CC=CC=C1)(=O)OC (methyl benzoate), C1(CCCCC1)=O (Cyclohexanone). Procedure: Cumene (dry, 180 mL), sodium tert-pentoxide (35.8 g; 0.326 mol), and methyl benzoate (68.1 g; 0.50 mol) were placed into a four-necked, round bottom, half-liter flask equipped with a stirrer, a thermometer, and a reflux condenser. The mixture was heated to 100° C. and kept at that temperature under a blanket of nitrogen. Cyclohexanone (24.5 g; 0.250 mol) was added slowly over a period of 15 minutes by means of a syringe pump. After 20 minutes from the beginning of the addition of the ketone, the... RXN SMILES: CCC([O-])(C)C.[Na+].[C:8](OC)(=[O:15])[C:9]1[CH:14]=[CH:13][CH:12]=[CH:11][CH:10]=1.[C:18]1(=[O:24])[CH2:23][CH2:22][CH2:21][CH2:20][CH2:19]1.S(=O)(=O)(O)O>C1(C(C)C)C=CC=CC=1>[C:8]([CH:19]1[CH2:20][CH2:21][CH2:22][CH2:23][C:18]1=[O:24])(=[O:15])[C:9]1[CH:14]=[CH:13][CH:12]=[CH:11][CH:10]=1 |f:0.1|. Yields the product C(C1=CC=CC=C1)(=O)C1C(CCCC1)=O (2-Benzoylcyclohexanone). Isolated yield 76.0%. Solvent: C1(=CC=CC=C1)C(C)C (Cumene). Conditions: temperature 100 celsius. The reactants are C(C)OC(=S)[S-].[K+] (Potassium ethylxanthate), ClCC(=O)OC(C)(C)C (tert-Butyl chloroacetate). Run in CC(=O)C (acetone). Product: C(SCC(=O)OC(C)(C)C)(OCC)=S (O-ethyl S-(tert-butoxycarbonyl)methyl dithiocarbonate). Isolated yield 102.0%. RXN SMILES: [CH2:1]([O:3][C:4]([S-:6])=[S:5])[CH3:2].[K+].Cl[CH2:9][C:10]([O:12][C:13]([CH3:16])([CH3:15])[CH3:14])=[O:11]>CC(C)=O>[C:4](=[S:6])([O:3][CH2:1][CH3:2])[S:5][CH2:9][C:10]([O:12][C:13]([CH3:16])([CH3:15])[CH3:14])=[O:11] |f:0.1|. Procedure details: Potassium ethylxanthate (58.0 g, 364 mmol) was suspended in 200 mL of dry acetone at room temperature. tert-Butyl chloroacetate (50 g, 332 mmol) was added dropwise with stirring. After 18 hrs potassium chloride was removed by fitration, and the solvent was evaporated. The residue was taken up into ether, washed with 5% NaHCO3, water, and brine, dried over MgSO4, filtered, and evaporated to leave 80 g of O-ethyl S-(tert-butoxycarbonyl)methyl dithiocarbonate as a thick oil. This oil was stirred wi... The reactants are BrC=1C=C(SC1)C=O (4-bromothiophene-2-carbaldehyde), N1CCOCC1 (morpholine), C(C)(=O)OCC (Ethyl acetate), [BH-](OC(=O)C)(OC(=O)C)OC(=O)C.[Na+] (NaBH(OAc)3). The solvent is C1CCOC1 (THF). Reaction conditions: time 5 minute. Yields the product BrC=1C=C(SC1)CN1CCOCC1 (4-(4-Bromo-thiophen-2-ylmethyl)-morpholine). Isolated yield 79.3%. As a reaction SMILES: [Br:1][C:2]1[CH:3]=[C:4]([CH:7]=O)[S:5][CH:6]=1.[NH:9]1[CH2:14][CH2:13][O:12][CH2:11][CH2:10]1.[BH-](OC(C)=O)(OC(C)=O)OC(C)=O.[Na+].C(OCC)(=O)C>C1COCC1>[Br:1][C:2]1[CH:3]=[C:4]([CH2:7][N:9]2[CH2:14][CH2:13][O:12][CH2:11][CH2:10]2)[S:5][CH:6]=1 |f:2.3|. Reported procedure: To a solution of 4-bromothiophene-2-carbaldehyde 63 (Avocado, UK) (1.20 g, 6.3 mmol) in THF (50 mL) at rt was added dropwise morpholine (0.96 g, 11 mmol). After the reaction was stirred at rt for 5 minutes, NaBH(OAc)3 (3.18 g, 15 mmol) was added in one portion. The resulting mixture was stirred at rt for 3 h. Ethyl acetate (80 mL) was added and then washed with NaHCO3 (20 mL×2) and brine (20 mL). The organic layer was dried with MgSO4. After the solvent was evaporated, the residue was purified b... The reactants are FC1(CCC(CC1)C1=C(C(=NC=2CC(CC(C12)OCC1=CC=C(C=C1)OC)(C)C)C1CCN(CC1)C1=NC=C(C=N1)C=O)C(C1=CC=C(C=C1)C(F)(F)F)F)F (4-(4,4-Difluorocyclohexyl)-3-{fluoro[4-(trifluoromethyl)phenyl]methyl}-2-[1-(5-formylpyrimidin-2-yl)piperidin-4-yl]-5-[(4-methoxybenzyl)oxy]-7,7-dimethyl-5,6,7,8-tetrahydroquinoline), [Cl-].[NH4+] (ammonium chloride), C(C(C)C)[Mg]Br.O1CCCC1 (isobutylmagnesium bromide tetrahydrofuran), C(C(C)C)[Mg]Br.O1CCCC1 (isobutylmagnesium bromide tetrahydrofuran). Yields the product FC1(CCC(CC1)C1=C(C(=NC=2CC(CC(C12)OCC1=CC=C(C=C1)OC)(C)C)C1CCN(CC1)C1=NC=C(C=N1)C(CC(C)C)O)C(C1=CC=C(C=C1)C(F)(F)F)F)F (4-(4,4-Difluorocyclohexyl)-3-{fluoro[4-(trifluoromethyl)phenyl]methyl}-2-{1-[5-(1-hydroxy-3-methylbutyl)pyrimidin-2-yl]piperidin-4-yl}-5-[(4-methoxybenzyl)oxy]-7,7-dimethyl-5,6,7,8-tetrahydroquinoline). Reaction conditions: time 0.17 hour. Procedure: To a solution of 294 mg (0.377 mmol) of 4-(4,4-Difluorocyclohexyl)-3-{fluoro[4-(trifluoromethyl)phenyl]methyl}-2-[1-(5-formylpyrimidin-2-yl)piperidin-4-yl]-5-[(4-methoxybenzyl)oxy]-7,7-dimethyl-5,6,7,8-tetrahydroquinoline, which was prepared by a method similar to that of Reference Example 16, in 5 ml of tetrahydrofuran, 0.5 ml (0.5 mmol) of 1.0 mol/L isobutylmagnesium bromide-tetrahydrofuran solution was added under an argon gas atmosphere, and the reaction solution was stirred at room temperat... Reaction SMILES: [F:1][C:2]1([F:56])[CH2:7][CH2:6][CH:5]([C:8]2[C:17]3[CH:16]([O:18][CH2:19][C:20]4[CH:25]=[CH:24][C:23]([O:26][CH3:27])=[CH:22][CH:21]=4)[CH2:15][C:14]([CH3:29])([CH3:28])[CH2:13][C:12]=3[N:11]=[C:10]([CH:30]3[CH2:35][CH2:34][N:33]([C:36]4[N:41]=[CH:40][C:39]([CH:42]=[O:43])=[CH:38][N:37]=4)[CH2:32][CH2:31]3)[C:9]=2[CH:44]([F:55])[C:45]2[CH:50]=[CH:49][C:48]([C:51]([F:54])([F:53])[F:52])=[CH:47][CH:46]=2)[CH2:4][CH2:3]1.[CH2:57]([Mg]Br)[CH:58]([CH3:60])[CH3:59].O1CCCC1.[Cl-].[NH4+]>O1CCCC1>[F:56][C:2]1([F:1])[CH2:7][CH2:6][CH:5]([C:8]2[C:17]3[CH:16]([O:18][CH2:19][C:20]4[CH:21]=[CH:22][C:23]([O:26][CH3:27])=[CH:24][CH:25]=4)[CH2:15][C:14]([CH3:28])([CH3:29])[CH2:13][C:12]=3[N:11]=[C:10]([CH:30]3[CH2:31][CH2:32][N:33]([C:36]4[N:41]=[CH:40][C:39]([CH:42]([OH:43])[CH2:57][CH:58]([CH3:60])[CH3:59])=[CH:38][N:37]=4)[CH2:34][CH2:35]3)[C:9]=2[CH:44]([F:55])[C:45]2[CH:46]=[CH:47][C:48]([C:51]([F:53])([F:52])[F:54])=[CH:49][CH:50]=2)[CH2:4][CH2:3]1 |f:1.2,3.4|. Run in O1CCCC1 (tetrahydrofuran). Isolated yield 103.7%.